From a dataset of the Open Reaction Database (ORD), a public repository of structured organic reaction records. describe an organic reaction: reactants, conditions, products, and yield The reactants are Cl (hydrochloric acid), [Cl-].[NH4+] (ammonium chloride), [N-]=[N+]=[N-].[Na+] (sodium azide), ClC1=CC=C(C=C1)S(=O)(=O)N(C1C(NCCC(C1)(C)C)=O)CC1=CC=C(C=C1)C#N (Rac-4-Chloro-N-(4-cyano-benzyl)-N-(5,5-dimethyl-2-oxo-azepan-3-yl)-benzenesulfonamide). Solvent: CN(C=O)C (dimethylformamide), C(C)(=O)OCC (ethyl acetate). Reaction conditions: temperature 120 celsius, time 8 hour. Product: ClC1=CC=C(C=C1)S(=O)(=O)N(CC1=CC=C(C=C1)C=1N=NNN1)C1C(NCCC(C1)(C)C)=O (rac-4-Chloro-N-(5,5-dimethyl-2-oxo-azepan-3-yl)-N-[4-(2H-tetrazol-5-yl)-benzyl]-benzenesulfonamide). As a reaction SMILES: [Cl:1][C:2]1[CH:7]=[CH:6][C:5]([S:8]([N:11]([CH2:22][C:23]2[CH:28]=[CH:27][C:26]([C:29]#[N:30])=[CH:25][CH:24]=2)[CH:12]2[CH2:18][C:17]([CH3:20])([CH3:19])[CH2:16][CH2:15][NH:14][C:13]2=[O:21])(=[O:10])=[O:9])=[CH:4][CH:3]=1.[Cl-].[NH4+].[N-:33]=[N+:34]=[N-:35].[Na+].Cl>CN(C)C=O.C(OCC)(=O)C>[Cl:1][C:2]1[CH:7]=[CH:6][C:5]([S:8]([N:11]([CH:12]2[CH2:18][C:17]([CH3:19])([CH3:20])[CH2:16][CH2:15][NH:14][C:13]2=[O:21])[CH2:22][C:23]2[CH:28]=[CH:27][C:26]([C:29]3[N:33]=[N:34][NH:35][N:30]=3)=[CH:25][CH:24]=2)(=[O:9])=[O:10])=[CH:4][CH:3]=1 |f:1.2,3.4|. Procedure: Rac-4-Chloro-N-(4-cyano-benzyl)-N-(5,5-dimethyl-2-oxo-azepan-3-yl)-benzenesulfonamide (80 mg, 0.18 mmol) was dissolved in dimethylformamide (1 ml). Then ammonium chloride (11 mg, 0.2 mmol) and sodium azide (13 mg, 0.2 mmol) was added and the mixture was stirred overnight at 120° C. After cooling the mixture was distributed 3 times between ethyl acetate (10 ml) and hydrochloric acid (10 ml 1N). The combined organic layers were dried and evaporated. The residue was purified on silica gel (eluent h... Reactants: C(C)OC(=O)C=1N=CN(C1)C1=CC(=CC=C1)C=1C(=NC=CC1)F (1-[3-(2-Fluoro-pyridin-3-yl)-phenyl]-1H-imidazole-4-carboxylic acid ethyl ester), [OH-].[K+] (potassium hydroxide). The solvent is C(C)O (ethanol). Product: FC1=NC=CC=C1C=1C=C(C=CC1)N1C=NC(=C1)C(=O)O (1-[3-(2-Fluoro-pyridin-3-yl)-phenyl]-1H-imidazole-4-carboxylic acid). As a reaction SMILES: C([O:3][C:4]([C:6]1[N:7]=[CH:8][N:9]([C:11]2[CH:16]=[CH:15][CH:14]=[C:13]([C:17]3[C:18]([F:23])=[N:19][CH:20]=[CH:21][CH:22]=3)[CH:12]=2)[CH:10]=1)=[O:5])C.[OH-].[K+]>C(O)C>[F:23][C:18]1[C:17]([C:13]2[CH:12]=[C:11]([N:9]3[CH:10]=[C:6]([C:4]([OH:5])=[O:3])[N:7]=[CH:8]3)[CH:16]=[CH:15][CH:14]=2)=[CH:22][CH:21]=[CH:20][N:19]=1 |f:1.2|. Reported procedure: This compound is prepared by hydrolysis of 9i using a 1:1 mixture of aqueous potassium hydroxide (2M) and ethanol. The reactants are C(C)(C)OC(C)C (isopropyl ether), ClC(C(=O)NC=1C=NC=2CCCCC2C1)(Cl)Cl (3-Trichloroacetylamino-5,6,7,8-tetrahydroquinoline), resultant mixture, ClC1=CC(=CC=C1)C(=O)OO (m-chloroperbenzoic acid). The solvent is C(Cl)Cl (methylene chloride). Product: ClC(C(=O)NC=1C=[N+](C=2CCCCC2C1)[O-])(Cl)Cl (3-Trichloroacetylamino-5,6,7,8-tetrahydroquinoline-1-oxide). Yield: 98.9%. Reaction SMILES: [Cl:1][C:2]([Cl:17])([Cl:16])[C:3]([NH:5][C:6]1[CH:7]=[N:8][C:9]2[CH2:10][CH2:11][CH2:12][CH2:13][C:14]=2[CH:15]=1)=[O:4].ClC1C=CC=C(C(OO)=[O:26])C=1.C(OC(C)C)(C)C>C(Cl)Cl>[Cl:17][C:2]([Cl:1])([Cl:16])[C:3]([NH:5][C:6]1[CH:7]=[N+:8]([O-:26])[C:9]2[CH2:10][CH2:11][CH2:12][CH2:13][C:14]=2[CH:15]=1)=[O:4]. Reported procedure: To a solution of 24.03 g of Compound 2 obtained in the above step (2) in 40 ml of methylene chloride is added 21.2 g of 80% m-chloroperbenzoic acid at room temperature, and the resultant mixture is stirred for 45 minutes. The reaction mixture is mixed with isopropyl ether and the crystals are filtered to give 25.06 g of the titled compound 1as crystals. Yield: 99% Starting materials: C1(=CC=CC=C1)COC(\C=C\C1=CC=C(C=C1)C(C)(C)C)=O ((E)-3-[4-(1,1-dimethylethyl)phenyl]-2-propenoic acid phenylmethyl ester). Reagents/catalysts: [Pd] (Pd/C). Solvent: CCO (EtOH). Yields the product CC(C)(C)C1=CC=C(C=C1)CCC(=O)O (4-(1,1-dimethylethyl)benzenepropanoic acid). The yield is 97.3%. Reaction SMILES: C1(C[O:8][C:9](=[O:22])/[CH:10]=[CH:11]/[C:12]2[CH:17]=[CH:16][C:15]([C:18]([CH3:21])([CH3:20])[CH3:19])=[CH:14][CH:13]=2)C=CC=CC=1>[Pd].CCO>[CH3:21][C:18]([C:15]1[CH:14]=[CH:13][C:12]([CH2:11][CH2:10][C:9]([OH:22])=[O:8])=[CH:17][CH:16]=1)([CH3:19])[CH3:20]. Procedure: A stirring solution of (E)-3-[4-(1,1-dimethylethyl)phenyl]-2-propenoic acid phenylmethyl ester (2.04 g, 6.93 mmol) in 136 mL of abs. EtOH in the presence of 377 mg of 10% Pd/C was hydrogenated at room temperature at atmospheric pressure. After removing the catalyst by filtration through a pad of celite, the filtrate was concentrated to give 4-(1,1-dimethylethyl)benzenepropanoic acid, (1.39 g, 6.74 mmol) in 97% yield, m.p. 110°-113° C. Starting materials: O (H2O), N1([C@@H](C(=O)N[C@@H](CC2=CC=CC=C2)C(=O)N[C@@H](CCCNC(N[N+](=O)[O-])=N)C(=O)O)CCC1)C(=O)OC(C)(C)C (BOC-D-Pro-Phe-Arg(NO2)), Cl (HCl). The reagents and catalysts are [Pd] (palladium black). The solvent is Cl.CC(=O)O (HCl AcOH), CO (MeOH), CO (MeOH). Conditions: time 6 hour. The product is N1[C@@H](C(=O)N[C@@H](CC2=CC=CC=C2)C(=O)N[C@@H](CCCNC(N)=N)C(=O)O)CCC1 (H-D-Pro-Phe-Arg). Yield: 95.3%. RXN SMILES: [N:1]1(C(OC(C)(C)C)=O)[CH2:33][CH2:32][CH2:31][C@@H:2]1[C:3]([NH:5][C@H:6]([C:14]([NH:16][C@H:17]([C:28]([OH:30])=[O:29])[CH2:18][CH2:19][CH2:20][NH:21][C:22](=[NH:27])[NH:23][N+]([O-])=O)=[O:15])[CH2:7][C:8]1[CH:13]=[CH:12][CH:11]=[CH:10][CH:9]=1)=[O:4].O.Cl>Cl.CC(O)=O.CO.[Pd]>[NH:1]1[CH2:33][CH2:32][CH2:31][C@@H:2]1[C:3]([NH:5][C@H:6]([C:14]([NH:16][C@H:17]([C:28]([OH:30])=[O:29])[CH2:18][CH2:19][CH2:20][NH:21][C:22](=[NH:23])[NH2:27])=[O:15])[CH2:7][C:8]1[CH:9]=[CH:10][CH:11]=[CH:12][CH:13]=1)=[O:4] |f:3.4|. Procedure: 0.90 Gram (1.28 m mole) of BOC-D-Pro-Phe-Arg(NO2)-CHA was dissolved in 3.8 ml of 2N-HCl/AcOH with a small amount of MeOH and reacted at room temperature for 2 hours. After the reaction was completed, the solvent was removed by evaporation under reduced pressure, the residue thus obtained was suspended in 113 ml of MeOH, 37 ml of H2O and 2.2 ml of 1N-HCl. Next, 1 g of palladium black was added thereto and reduced by hydrogenation at 30° C. for 6 hours. After the hydrogenation was completed, the c...